This data is from the Open Reaction Database (ORD), a public repository of structured organic reaction records. The task is: describe an organic reaction: reactants, conditions, products, and yield Starting materials: N=C1SC2=C(N1CCSC)C=CC(=C2)OC(F)(F)F (2-imino-3-(2-methylthioethyl)-6-trifluoromethoxybenzothiazoline), ClC1=CC(=CC=C1)C(=O)OO (m-chloroperbenzoic acid). The solvent is C(C)O (ethanol). Reaction conditions: time 30 minute. The product is Cl.N=C1SC2=C(N1CCS(=O)C)C=CC(=C2)OC(F)(F)F ((RS)-2-Imino-3-(2-methylsulphinylethyl)-6-trifluoromethoxybenzo-thiazoline hydrochloride). Isolated yield 34.6%. As a reaction SMILES: [NH:1]=[C:2]1[N:6]([CH2:7][CH2:8][S:9][CH3:10])[C:5]2[CH:11]=[CH:12][C:13]([O:15][C:16]([F:19])([F:18])[F:17])=[CH:14][C:4]=2[S:3]1.[Cl:20]C1C=CC=C(C(OO)=[O:28])C=1>C(O)C>[ClH:20].[NH:1]=[C:2]1[N:6]([CH2:7][CH2:8][S:9]([CH3:10])=[O:28])[C:5]2[CH:11]=[CH:12][C:13]([O:15][C:16]([F:19])([F:17])[F:18])=[CH:14][C:4]=2[S:3]1 |f:3.4|. Procedure: The procedure is as in Example 8, starting with 2-imino-3-(2-methylthioethyl)-6-trifluoromethoxybenzothiazoline (3.7 g) and m-chloroperbenzoic acid (2.3 g) in absolute ethanol (60 cc). After 30 minutes at -20° C., the precipitate formed is filtered off and the hydro-chloride prepared in acetone (60 cc). (RS)-2-Imino-3-(2-methylsulphinylethyl)-6-trifluoromethoxybenzo-thiazoline hydrochloride (1.5 g), m.p. 186° C., is obtained. Starting materials: (HF)3-Et3N, [Si](C)(C)(C(C)(C)C)OCC(C/C=C/C=1C=C2C(=CC(=NC2=CC1OC)OCC)O[C@@H]1C[C@H](N(C1)C(=O)OC(C)(C)C)C(=O)OC)(C)C (1-t-Butyl 2-methyl (2S,4R)-4-{[6-((1E)-5-{[t-butyl(dimethyl)silyl]oxy}-4,4-dimethylpent-1-en-1-yl)-2-ethoxy-7-methoxyquinolin-4-yl]oxy}pyrrolidine-1,2-dicarboxylate), C(=O)([O-])[O-].[Na+].[Na+] (Na2CO3). Solvent: C1CCOC1 (THF). Run at time 15 hour. Product: C(C)OC1=NC2=CC(=C(C=C2C(=C1)O[C@@H]1C[C@H](N(C1)C(=O)OC(C)(C)C)C(=O)OC)\C=C\CC(CO)(C)C)OC (1-t-Butyl 2-methyl (2S,4R)-4-({2-ethoxy-6-[(1E)-5-hydroxy-4,4-dimethylpent-1-en-1-yl]-7-methoxyquinolin-4-yl}oxy)pyrrolidine-1,2-dicarboxylate). As a reaction SMILES: [Si]([O:8][CH2:9][C:10]([CH3:47])([CH3:46])[CH2:11]/[CH:12]=[CH:13]/[C:14]1[CH:15]=[C:16]2[C:21](=[CH:22][C:23]=1[O:24][CH3:25])[N:20]=[C:19]([O:26][CH2:27][CH3:28])[CH:18]=[C:17]2[O:29][C@H:30]1[CH2:34][N:33]([C:35]([O:37][C:38]([CH3:41])([CH3:40])[CH3:39])=[O:36])[C@H:32]([C:42]([O:44][CH3:45])=[O:43])[CH2:31]1)(C(C)(C)C)(C)C.C([O-])([O-])=O.[Na+].[Na+]>C1COCC1>[CH2:27]([O:26][C:19]1[CH:18]=[C:17]([O:29][C@H:30]2[CH2:34][N:33]([C:35]([O:37][C:38]([CH3:40])([CH3:41])[CH3:39])=[O:36])[C@H:32]([C:42]([O:44][CH3:45])=[O:43])[CH2:31]2)[C:16]2[C:21](=[CH:22][C:23]([O:24][CH3:25])=[C:14](/[CH:13]=[CH:12]/[CH2:11][C:10]([CH3:47])([CH3:46])[CH2:9][OH:8])[CH:15]=2)[N:20]=1)[CH3:28] |f:1.2.3|. Procedure: (HF)3-Et3N (523 mL, 3210 mmol) was added to a solution of the product from Step 2 (54 g, 80 mmol) in THF (802 mL) at 0° C. The mixture was then warmed to RT. After 15 hours, the solvent was removed in vacuo, and the residue was taken up in EtOAc (500 mL) and water (450 mL). Na2CO3 (553 g, 5216 mmol) then was added slowly. The solution then stirred 15 minutes, and the organic layer was then extracted with 10% NaHCO3 (1×) and brine (1×) and dried over MgSO4; and the solvent was removed in vacuo. T... Reactants: OO (H2O2), C(=O)(C(F)(F)F)OC(=O)C(F)(F)F (TFAA), CN(CCNC=1N=[N+](C2=C(N1)C=C1CCCOC1=C2)[O-])C (N1,N1-Dimethyl-N2-(1-oxido-7,8-dihydro-6H-chromeno[6,7-e][1,2,4]triazin-3-yl)-1,2-ethanediamine), C(=O)(C(F)(F)F)O (TFA). Run in N (NH3), C(Cl)Cl (DCM), C(Cl)Cl (DCM). Conditions: temperature 0 celsius, time 5 minute. Yields the product [O-][N+]1=NC(=[N+](C2=C1C=C1OCCCC1=C2)[O-])NCCN(C)C (N1-(1,4-Dioxido-7,8-dihydro-6H-chromeno[6,7-e][1,2,4]triazin-3-yl)-N2,N2-dimethyl-1,2-ethanediamine). Isolated yield 25.8%. RXN SMILES: OO.C(OC(C(F)(F)F)=O)(C(F)(F)F)=[O:4].[CH3:16][N:17]([CH3:36])[CH2:18][CH2:19][NH:20][C:21]1[N:22]=[N+:23]([O-:35])[C:24]2[CH:34]=[C:33]3[C:28]([CH2:29][CH2:30][CH2:31][O:32]3)=[CH:27][C:25]=2[N:26]=1.C(O)(C(F)(F)F)=O>C(Cl)Cl.N>[O-:35][N+:23]1[C:24]2[CH:34]=[C:33]3[C:28](=[CH:27][C:25]=2[N+:26]([O-:4])=[C:21]([NH:20][CH2:19][CH2:18][N:17]([CH3:36])[CH3:16])[N:22]=1)[CH2:29][CH2:30][CH2:31][O:32]3. Procedure details: H2O2 (70%, 0.47 mL, ca. 9.3 mmol) was added dropwise to a stirred solution of TFAA (1.3 mL, 9.3 mmol) in DCM (10 mL) at 0° C. The solution was stirred at 0° C. for 5 min, warmed to 20° C. for 10 min, then cooled to 0° C. and added to a stirred solution of 1-oxide 241 (270 mg, 0.9 mmol) and TFA (0.36 mL, 4.7 mmol) in DCM (15 mL) at 0° C. The solution was stirred at 20° C. for 4 h, diluted with dilute aqueous NH3 solution (10 mL) and extracted with CHCl3 (4×50 mL). The combined organic fraction wa... Reactants: [OH-].[Na+] (Sodium hydroxide), Cl (hydrogen chloride), FC=1C=C(C[C@@H]2N(CC[C@H](C2)C(CC(=O)OCC)=O)C(=O)OC)C=CC1F (Trans-methyl 2-(3,4-difluorobenzyl)-4-(3-ethoxy-3-oxopropanoyl)piperidine-1-carboxylate), NO (Hydroxylamine). Run in O (water), CO (MeOH). Run at temperature -40 celsius, time 20 minute. Yields the product FC=1C=C(C[C@@H]2N(CC[C@H](C2)C2=CC(NO2)=O)C(=O)OC)C=CC1F (Trans-methyl 2-(3,4-difluorobenzyl)-4-(3-oxo-2,3-dihydroisoxazol-5-yl)piperidine-1-carboxylate). Isolated yield 32.3%. As a reaction SMILES: [F:1][C:2]1[CH:3]=[C:4]([CH:24]=[CH:25][C:26]=1[F:27])[CH2:5][C@H:6]1[CH2:11][C@H:10]([C:12](=[O:19])[CH2:13][C:14](OCC)=[O:15])[CH2:9][CH2:8][N:7]1[C:20]([O:22][CH3:23])=[O:21].[OH-].[Na+].[NH2:30]O.Cl>CO.O>[F:1][C:2]1[CH:3]=[C:4]([CH:24]=[CH:25][C:26]=1[F:27])[CH2:5][C@H:6]1[CH2:11][C@H:10]([C:12]2[O:19][NH:30][C:14](=[O:15])[CH:13]=2)[CH2:9][CH2:8][N:7]1[C:20]([O:22][CH3:23])=[O:21] |f:1.2|. Procedure details: Trans-methyl 2-(3,4-difluorobenzyl)-4-(3-ethoxy-3-oxopropanoyl)piperidine-1-carboxylate (0.278 g, 0.73 mmol) (from example 120, step 1) was dissolved in MeOH (3 mL) and cooled to −40° C. under nitrogen. Sodium hydroxide (0.029 g, 0.73 mmol) dissolved in water (0.300 mL) was added during 10 min and the yellow solution continued to stir at −40° C. for 20 min. Hydroxylamine (50% by weight in water, 0.044 mL, 0.73 mmol) was added during 8 min. The resulting solution was stirred at −40° C. for 3 h 15... Starting materials: CO (Methanol), ice, C[Si](C)(C)C=[N+]=[N-].CCCCCC ((trimethylsilyl)diazomethane hexane), N12CC(C(CC1)CC2)=O (quinuclidin-3-one). The solvent is O1CCCC1 (tetrahydrofuran). Conditions: time 24 hour. The product is N12CCC(C(CC1)CC2)=O (1-azabicyclo[3.2.2]nonan-4-one). As a reaction SMILES: [CH3:1][Si](C=[N+]=[N-])(C)C.CCCCCC.[N:14]12[CH2:21][CH2:20][CH:17]([CH2:18][CH2:19]1)[C:16](=[O:22])[CH2:15]2.CO>O1CCCC1>[N:14]12[CH2:21][CH2:20][CH:17]([CH2:18][CH2:19]1)[C:16](=[O:22])[CH2:15][CH2:1]2 |f:0.1|. Reported procedure: An ice-cooled solution (5° C.) of (trimethylsilyl)diazomethane/hexane (2 N, 30 mL, 60 mmol; Aldrich) under nitrogen was treated dropwise with a solution of quinuclidin-3-one (7500 mg, 60 mmol) in dry tetrahydrofuran (40 mL). Methanol (20 mL) was added, and the yellow solution was warmed to room temperature, stirred for 24 hours, and quenched to colorless by addition of acetic acid. After a few minutes, saturated aqueous sodium carbonate (15 mL) was added. The organic layer was separated, and the... The reactants are CCC1CC(C(=O)O)C1, [Cl-], CCCCCCCOc1ccc(-c2ccc(O)c(F)c2)cc1F. Product: CCCCCCCOc1ccc(-c2ccc(OC(=O)C3CC(CC)C3)c(F)c2)cc1F. As a reaction SMILES: [CH2:25]([CH3:26])[CH:27]1[CH2:28][CH:29]([C:31](=[O:32])[OH:33])[CH2:30]1.[Cl-:24].[F:1][c:2]1[cH:3][c:4](-[c:9]2[cH:10][c:11]([F:23])[c:12]([O:15][CH2:16][CH2:17][CH2:18][CH2:19][CH2:20][CH2:21][CH3:22])[cH:13][cH:14]2)[cH:5][cH:6][c:7]1[OH:8]>>[F:1][c:2]1[cH:3][c:4](-[c:9]2[cH:10][c:11]([F:23])[c:12]([O:15][CH2:16][CH2:17][CH2:18][CH2:19][CH2:20][CH2:21][CH3:22])[cH:13][cH:14]2)[cH:5][cH:6][c:7]1[O:8][C:31]([CH:29]1[CH2:28][CH:27]([CH2:25][CH3:26])[CH2:30]1)=[O:32]. Reactants: C(C1=CC=CC=C1)SC1=NN2C(N=C(C(=C2)C)Cl)=N1 (2-benzylthio-5-chloro-6-methyl-1,2,4-triazolo[1,5-a]pyrimidine), C[O-].[Na+] (sodium methoxide). The product is C(C1=CC=CC=C1)SC1=NN2C(N=C(C(=C2)C)OC)=N1 (2-benzylthio-5-methoxy-6-methyl-1,2,4-triazolo[1,5-a]pyrimidine). Yield: 64.0%. Reaction SMILES: [CH2:1]([S:8][C:9]1[N:19]=[C:12]2[N:13]=[C:14](Cl)[C:15]([CH3:17])=[CH:16][N:11]2[N:10]=1)[C:2]1[CH:7]=[CH:6][CH:5]=[CH:4][CH:3]=1.[CH3:20][O-:21].[Na+]>>[CH2:1]([S:8][C:9]1[N:19]=[C:12]2[N:13]=[C:14]([O:21][CH3:20])[C:15]([CH3:17])=[CH:16][N:11]2[N:10]=1)[C:2]1[CH:7]=[CH:6][CH:5]=[CH:4][CH:3]=1 |f:1.2|. Reported procedure: This material was prepared in 64% yield by reaction of 2-benzylthio-5-chloro-6-methyl-1,2,4-triazolo[1,5-a]pyrimidine with sodium methoxide following the general procedure described in Example 22. The desired product was isolated as a solid, m.p. 145°-146° C. IR and 1H NMR spectra were in agreement with the assigned structure. Reactants: [Br-], [Li]CCCC, CC[Mg+], C[Si](C)(C)N[Si](C)(C)C, CCCCCC, COc1ccc(C=O)cc1OC1CCCC1, [Cl-], [NH4+], C1CCOC1. Yields the product CCC(N)c1ccc(OC)c(OC2CCCC2)c1. Reaction SMILES: [Br-:31].[CH2:10]([Li:11])[CH2:14][CH2:12][CH3:13].[CH2:32]([Mg+:33])[CH3:34].[CH3:1][Si:2]([CH3:3])([CH3:4])[NH:5][Si:6]([CH3:7])([CH3:8])[CH3:9].[CH3:42][CH2:43][CH2:44][CH2:45][CH2:46][CH3:47].[CH:15]1([O:20][c:21]2[cH:22][c:23]([CH:24]=[O:25])[cH:26][cH:27][c:28]2[O:29][CH3:30])[CH2:16][CH2:17][CH2:18][CH2:19]1.[Cl-:35].[NH4+:36].[O:37]1[CH2:38][CH2:39][CH2:40][CH2:41]1>>[CH2:12]([CH3:13])[CH:24]([c:23]1[cH:22][c:21]([O:20][CH:15]2[CH2:16][CH2:17][CH2:18][CH2:19]2)[c:28]([O:29][CH3:30])[cH:27][cH:26]1)[NH2:36]. Starting materials: CSCCNC(=O)c1cc2cc(S(N)(=O)=O)sc2s1, C1CCOC1, [O-][I+3]([O-])([O-])[O-], [Na+], O. Product: CS(=O)CCNC(=O)c1cc2cc(S(N)(=O)=O)sc2s1. As a reaction SMILES: [CH2:12]([CH2:13][S:14][CH3:15])[NH:16][C:17](=[O:18])[c:19]1[cH:20][c:21]2[c:22]([s:23]1)[s:24][c:25]([S:27](=[O:28])(=[O:29])[NH2:30])[cH:26]2.[CH2:7]1[CH2:10][CH2:9][CH2:8][O:11]1.[I+3:1]([O-:2])([O-:3])([O-:4])[O-:5].[Na+:6].[OH2:31]>>[O:11]=[S:14]([CH2:13][CH2:12][NH:16][C:17](=[O:18])[c:19]1[cH:20][c:21]2[c:22]([s:23]1)[s:24][c:25]([S:27](=[O:28])(=[O:29])[NH2:30])[cH:26]2)[CH3:15].